From a dataset of the Open Reaction Database (ORD), a public repository of structured organic reaction records. describe an organic reaction: reactants, conditions, products, and yield Procedure details: Synthesized according to typical procedures C and D from o-tolyloxyacetic acid and cyclopropylamine. Reactants: C1(=C(C=CC=C1)OCC(=O)O)C (o-tolyloxyacetic acid), C1(CC1)N (cyclopropylamine). Product: C1(CC1)NCCOC1=C(C=CC=C1)C (Cyclopropyl-(2-o-tolyloxyethyl)amine). Reaction SMILES: [C:1]1([CH3:12])[CH:6]=[CH:5][CH:4]=[CH:3][C:2]=1[O:7][CH2:8][C:9](O)=O.[CH:13]1([NH2:16])[CH2:15][CH2:14]1>>[CH:13]1([NH:16][CH2:9][CH2:8][O:7][C:2]2[CH:3]=[CH:4][CH:5]=[CH:6][C:1]=2[CH3:12])[CH2:15][CH2:14]1. Reactants: CC=1C=CC(=NC1)CC(=O)OC (methyl (5-methylpyridin-2-yl)acetate), CN(C)C=O (DMF), C=O (paraformaldehyde), C[O-].[Na+] (sodium methoxide). The solvent is C(C)(=O)O (acetic acid). Reaction conditions: time 24 hour. Yields the product OCC(C(=O)OC)(C1=NC=C(C=C1)C)CO (methyl 3-hydroxy-2-(hydroxymethyl)-2-(5-methylpyridin-2-yl)propanoate). As a reaction SMILES: [CH3:1][C:2]1[CH:3]=[CH:4][C:5]([CH2:8][C:9]([O:11][CH3:12])=[O:10])=[N:6][CH:7]=1.CN([CH:16]=[O:17])C.[CH2:18]=[O:19].C[O-].[Na+]>C(O)(=O)C>[OH:19][CH2:18][C:8]([CH2:16][OH:17])([C:5]1[CH:4]=[CH:3][C:2]([CH3:1])=[CH:7][N:6]=1)[C:9]([O:11][CH3:12])=[O:10] |f:3.4|. Procedure details: To a mixture of 575 mg of methyl (5-methylpyridin-2-yl)acetate and 11.5 ml of DMF were added 314 mg of paraformaldehyde and 38 mg of sodium methoxide under ice-cooling, followed by stirring at room temperature for 24 hours. The reaction mixture was ice-cooled and 50 μl of acetic acid was added thereto, followed by concentrating under reduced pressure. The obtained residue was purified by silica gel column chromatography to obtain 462 mg of methyl 3-hydroxy-2-(hydroxymethyl)-2-(5-methylpyridin-2-... Reported procedure: A mixture of 1,2,3,4-tetrahydro-8-hydroxy-3(phenylmethyl)-5H-[1]benzopyrano[3,4-c]pyridin-5-one (15 g, 0.049 moles), 5-chloro-1-phenyl-1H-tetrazole (9 g, 0.0498 moles), and potassium carbonate (30 g) in dimethylformamide (250 ml) is heated at 85°-95° C. for 5 hours. The reaction mixture is cooled and poured over ice water. The aqueous mixture is allowed to stand at room temperature overnight. The solid is filtered off and washed with water. Recrystallization from ethyl acetate gave the product (... Conditions: time 8 hour. Yield: 45.8%. Yields the product C1(=CC=CC=C1)CN1CC2=C(CC1)C1=C(OC2=O)C=C(C=C1)OC1=NN=NN1C1=CC=CC=C1 (1,2,3,4-Tetrahydro-3-(phenylmethyl)-8-[(1-phenyl-1H-tetrazol-5-yl)oxy]-5H-[1]benzopyrano[3,4-c]pyridin-5-one). Reactants: ice water, OC1=CC2=C(C=C1)C1=C(CN(CC1)CC1=CC=CC=C1)C(O2)=O (1,2,3,4-tetrahydro-8-hydroxy-3(phenylmethyl)-5H-[1]benzopyrano[3,4-c]pyridin-5-one), ClC1=NN=NN1C1=CC=CC=C1 (5-chloro-1-phenyl-1H-tetrazole), C([O-])([O-])=O.[K+].[K+] (potassium carbonate). Reaction SMILES: [OH:1][C:2]1[CH:7]=[CH:6][C:5]2[C:8]3[CH2:13][CH2:12][N:11]([CH2:14][C:15]4[CH:20]=[CH:19][CH:18]=[CH:17][CH:16]=4)[CH2:10][C:9]=3[C:21](=[O:23])[O:22][C:4]=2[CH:3]=1.Cl[C:25]1[N:29]([C:30]2[CH:35]=[CH:34][CH:33]=[CH:32][CH:31]=2)[N:28]=[N:27][N:26]=1.C(=O)([O-])[O-].[K+].[K+]>CN(C)C=O>[C:15]1([CH2:14][N:11]2[CH2:12][CH2:13][C:8]3[C:5]4[CH:6]=[CH:7][C:2]([O:1][C:25]5[N:29]([C:30]6[CH:35]=[CH:34][CH:33]=[CH:32][CH:31]=6)[N:28]=[N:27][N:26]=5)=[CH:3][C:4]=4[O:22][C:21](=[O:23])[C:9]=3[CH2:10]2)[CH:20]=[CH:19][CH:18]=[CH:17][CH:16]=1 |f:2.3.4|. Run in CN(C=O)C (dimethylformamide). Reactants: CC1CN(c2ccc([N+](=O)[O-])cc2C=O)CC(C)O1, CO, O=C1CC(=O)NC(=O)N1. The product is CC1CN2c3ccc([N+](=O)[O-])cc3CC3(C(=O)NC(=O)NC3=O)C2C(C)O1. As a reaction SMILES: [CH3:1][CH:2]1[O:3][CH:4]([CH3:19])[CH2:5][N:6]([c:8]2[c:9]([CH:10]=[O:11])[cH:12][c:13]([N+:16](=[O:17])[O-:18])[cH:14][cH:15]2)[CH2:7]1.[CH3:29][OH:30].[O:20]=[C:21]1[CH2:22][C:23](=[O:24])[NH:25][C:26](=[O:27])[NH:28]1>>[CH3:1][CH:2]1[O:3][CH:4]([CH3:19])[CH:5]2[N:6]([CH2:7]1)[c:8]1[c:9]([cH:12][c:13]([N+:16](=[O:17])[O-:18])[cH:14][cH:15]1)[CH2:10][C:22]21[C:21](=[O:20])[NH:28][C:26](=[O:27])[NH:25][C:23]1=[O:24].